Dataset: the Open Reaction Database (ORD), a public repository of structured organic reaction records. Task: describe an organic reaction: reactants, conditions, products, and yield Starting materials: OC1CN(C1)C(=O)N1CC(CC(C1)C1=CC=C(C=C1)C(F)(F)F)C(=O)O (1-[(3-Hydroxyazetidin-1-yl)carbonyl]-5-[4-(trifluoromethyl)phenyl]piperidine-3-carboxylic acid), 47.3, FC1=C(C=CC(=C1)F)C(N)=NO (2,4-difluoro-N′-hydroxybenzenecarboximidamide). The product is FC1=C(C=CC(=C1)F)C1=NOC(=N1)C1CN(CC(C1)C1=CC=C(C=C1)C(F)(F)F)C(=O)N1CC(C1)O ({3-[3-(2,4-Difluorophenyl)-1,2,4-oxadiazol-5-yl]-5-[4-(trifluoromethyl)phenyl]piperidin-1-yl}(3-hydroxyazetidin-1-yl)methanone). As a reaction SMILES: [OH:1][CH:2]1[CH2:5][N:4]([C:6]([N:8]2[CH2:13][CH:12]([C:14]3[CH:19]=[CH:18][C:17]([C:20]([F:23])([F:22])[F:21])=[CH:16][CH:15]=3)[CH2:11][CH:10]([C:24]([OH:26])=O)[CH2:9]2)=[O:7])[CH2:3]1.[F:27][C:28]1[CH:33]=[C:32]([F:34])[CH:31]=[CH:30][C:29]=1[C:35](=[N:37]O)[NH2:36]>>[F:27][C:28]1[CH:33]=[C:32]([F:34])[CH:31]=[CH:30][C:29]=1[C:35]1[N:37]=[C:24]([CH:10]2[CH2:11][CH:12]([C:14]3[CH:15]=[CH:16][C:17]([C:20]([F:22])([F:23])[F:21])=[CH:18][CH:19]=3)[CH2:13][N:8]([C:6]([N:4]3[CH2:5][CH:2]([OH:1])[CH2:3]3)=[O:7])[CH2:9]2)[O:26][N:36]=1. Procedure details: 90.0 mg (0.242 mmol) of 1-[(3-hydroxyazetidin-1-yl)carbonyl]-5-[4-(trifluoromethyl)phenyl]piperidine-3-carboxylic acid (Example 101A) and 47.3 (0.266 mmol) of 2,4-difluoro-N′-hydroxybenzenecarboximidamide were reacted according to the General Method 1. Yield: 35.2 mg (27% of theory).